From a dataset of the Open Reaction Database (ORD), a public repository of structured organic reaction records. describe an organic reaction: reactants, conditions, products, and yield The reactants are CC(CC(=O)C1=CC=CC2=CC=CC=C12)C (3-methyl-1-(naphth-1-yl)butan-1-one), [Br-].[Br-].[Br-].C1(=CC=CC=C1)[N+](C)(C)C.C1(=CC=CC=C1)[N+](C)(C)C.C1(=CC=CC=C1)[N+](C)(C)C (phenyltrimethylammonium tribromide). Solvent: O1CCCC1 (tetrahydrofuran). Conditions: time 8 hour. Product: BrC(C(=O)C1=CC=CC2=CC=CC=C12)C(C)C (2-bromo-3-methyl-1-(naphth-1-yl)butan-1-one). As a reaction SMILES: [CH3:1][CH:2]([CH3:16])[CH2:3][C:4]([C:6]1[C:15]2[C:10](=[CH:11][CH:12]=[CH:13][CH:14]=2)[CH:9]=[CH:8][CH:7]=1)=[O:5].[Br-:17].[Br-].[Br-].C1([N+](C)(C)C)C=CC=CC=1.C1([N+](C)(C)C)C=CC=CC=1.C1([N+](C)(C)C)C=CC=CC=1>O1CCCC1>[Br:17][CH:3]([CH:2]([CH3:16])[CH3:1])[C:4]([C:6]1[C:15]2[C:10](=[CH:11][CH:12]=[CH:13][CH:14]=2)[CH:9]=[CH:8][CH:7]=1)=[O:5] |f:1.2.3.4.5.6|. Reported procedure: To a solution of 3-methyl-1-(naphth-1-yl)butan-1-one (20 g) in anhydrous tetrahydrofuran (150 ml) was added phenyltrimethylammonium tribromide (35.7 g). The resulting mixture was stirred overnight at ambient temperature then partitioned between petroleum ether and water. The organic layer was separated, washed with water, brine, dried with sodium sulphate, filtered and evaporated in vacuo to yield crude 2-bromo-3-methyl-1-(naphth-1-yl)butan-1-one. Sodium acetate (7.7 g) and anhydrous dimethylfor...